This data is from the Open Reaction Database (ORD), a public repository of structured organic reaction records. The task is: describe an organic reaction: reactants, conditions, products, and yield Reactants: COC(C(CC1=CC=CC=C1)OC1=C(C2=CC=C(C=C2C=C1)NC(=O)C1=C(OC2=C1C=CC=C2)CCCC)Br)=O (2-{1-bromo-6-[(2-butyl-benzofuran-3-carbonyl)-amino]-naphthalen-2-yloxy}-3-phenyl-propionic acid methyl ester), [OH-].[Na+] (NaOH), O (Water), [OH-].[Na+] (NaOH). Solvent: CO (methanol). Yields the product BrC1=C(C=CC2=CC(=CC=C12)NC(=O)C1=C(OC2=C1C=CC=C2)CCCC)OC(C(=O)O)CC2=CC=CC=C2 (2-{1-Bromo-6-[(2-butyl-benzofuran-3-carbonyl)-amino]-naphthalen-2-yloxy}-3-phenyl-propionic acid). Yield: 81.9%. RXN SMILES: C[O:2][C:3](=[O:40])[CH:4]([O:12][C:13]1[CH:22]=[CH:21][C:20]2[C:15](=[CH:16][CH:17]=[C:18]([NH:23][C:24]([C:26]3[C:30]4[CH:31]=[CH:32][CH:33]=[CH:34][C:29]=4[O:28][C:27]=3[CH2:35][CH2:36][CH2:37][CH3:38])=[O:25])[CH:19]=2)[C:14]=1[Br:39])[CH2:5][C:6]1[CH:11]=[CH:10][CH:9]=[CH:8][CH:7]=1.[OH-].[Na+].O>CO>[Br:39][C:14]1[C:15]2[C:20](=[CH:19][C:18]([NH:23][C:24]([C:26]3[C:30]4[CH:31]=[CH:32][CH:33]=[CH:34][C:29]=4[O:28][C:27]=3[CH2:35][CH2:36][CH2:37][CH3:38])=[O:25])=[CH:17][CH:16]=2)[CH:21]=[CH:22][C:13]=1[O:12][CH:4]([CH2:5][C:6]1[CH:7]=[CH:8][CH:9]=[CH:10][CH:11]=1)[C:3]([OH:40])=[O:2] |f:1.2|. Procedure: A mixture of 2-{1-bromo-6-[(2-butyl-benzofuran-3-carbonyl)-amino]-naphthalen-2-yloxy}-3-phenyl-propionic acid methyl ester (139 mg, 0.231 mmol), prepared in the previous step, and 1 N NaOH (231 μL, 0.231 mmol) in 75 mL of methanol was refluxed for 4 h. By TLC starting material remained. Water (10 mL) and 1 N NaOH (231 μL, 0.231 mmol) were added and the mixture refluxed for 18 h (overnight). The reaction was filtered and 2 mL of 1 N HCL was added to the filtrate. The filtrate was concentrated und... Reactants: Cl.FC=1C=C(C=CC1OC1=NC=NN2C1=C(C(=C2)OCCN2CCOCC2)C)C(C(=O)N)C(=O)NC2=CC=C(C=C2)F ((3-Fluoro-4-(5-methyl-6-(2-morpholinoethoxy)pyrrolo[2,1-f][1,2,4]triazin-4-yloxy)phenyl)-N3-(4-fluorophenyl)malonamide, hydrochloride salt), FC=1C=C(C=CC1OC1=NC=NN2C1=C(C(=C2)OCCN2CCN(CC2)C)C)N (3-fluoro-4-(5-methyl-6-(2-(4-methylpiperazin-1-yl)ethoxy)pyrrolo[2,1-f][1,2,4]triazin-4-yloxy)benzenamine). Product: Cl.Cl.FC=1C=C(C=CC1OC1=NC=NN2C1=C(C(=C2)OCCN2CCN(CC2)C)C)NC(CC(=O)NC2=CC=C(C=C2)F)=O (N1-(3-Fluoro-4-(5-methyl-6-(2-(4-methylpiperazin-1-yl)ethoxy)pyrrolo[2,1-f][1,2,4]triazin-4-yloxy)phenyl)-N3-(4-fluorophenyl)malonamide, bis-hydrochloride salt). The yield is 46.0%. RXN SMILES: [ClH:1].FC1C=C([CH:29]([C:33]([NH:35][C:36]2[CH:41]=[CH:40][C:39]([F:42])=[CH:38][CH:37]=2)=[O:34])[C:30](N)=[O:31])C=CC=1OC1C2=C(C)C(OCCN3CCOCC3)=CN2N=CN=1.[F:43][C:44]1[CH:45]=[C:46]([NH2:71])[CH:47]=[CH:48][C:49]=1[O:50][C:51]1[C:56]2=[C:57]([CH3:70])[C:58]([O:60][CH2:61][CH2:62][N:63]3[CH2:68][CH2:67][N:66]([CH3:69])[CH2:65][CH2:64]3)=[CH:59][N:55]2[N:54]=[CH:53][N:52]=1>>[ClH:1].[ClH:1].[F:43][C:44]1[CH:45]=[C:46]([NH:71][C:30](=[O:31])[CH2:29][C:33]([NH:35][C:36]2[CH:41]=[CH:40][C:39]([F:42])=[CH:38][CH:37]=2)=[O:34])[CH:47]=[CH:48][C:49]=1[O:50][C:51]1[C:56]2=[C:57]([CH3:70])[C:58]([O:60][CH2:61][CH2:62][N:63]3[CH2:64][CH2:65][N:66]([CH3:69])[CH2:67][CH2:68]3)=[CH:59][N:55]2[N:54]=[CH:53][N:52]=1 |f:0.1,3.4.5|. Procedure details: Following a procedure similar to that for the synthesis of Compound D of Example 36, 3-fluoro-4-(5-methyl-6-(2-(4-methylpiperazin-1-yl)ethoxy)pyrrolo[2,1-f][1,2,4]triazin-4-yloxy)benzenamine (60 mg, 0.15 mmol) was converted the title compound (30 mg, 46%) as a 2.HCl salt. 1H NMR (DMSO-d6) δ 10.63 (s, 1H), 10.37 (s, 1H), 8.04 (s, 1H), 7.99 (s, 1H), 7.80 (d, 1H), 7.61 (m, 2H), 7.40 (m, 2H), 7.16 (m, 2H), 4.42 (br s, 2H), 3.38-3.60 (m, 10H), 2.81 (s, 3H), 2.40 (s, 3H);). MS(ESI+) m/z 580.3 (M+H)+. Reactants: NC=1C=C2C=CN(C2=CC1)C (5-amino-1-methyl-1H-indole), C(=S)(C=1NC=CN1)C=1NC=CN1 (thiocarbonyl diimidazole). The solvent is C(C)(=O)OCC (ethyl acetate). Run at temperature 50 celsius. Yields the product N(=C=S)C=1C=C2C=CN(C2=CC1)C (5-isothiocyanato-1-methyl-1H-indole). Isolated yield 78.3%. Reaction SMILES: [NH2:1][C:2]1[CH:3]=[C:4]2[C:8](=[CH:9][CH:10]=1)[N:7]([CH3:11])[CH:6]=[CH:5]2.[C:12](C1NC=CN=1)(C1NC=CN=1)=[S:13]>C(OCC)(=O)C>[N:1]([C:2]1[CH:3]=[C:4]2[C:8](=[CH:9][CH:10]=1)[N:7]([CH3:11])[CH:6]=[CH:5]2)=[C:12]=[S:13]. Procedure details: A flask was charged with 5-amino-1-methyl-1H-indole (8.8 g; 60 mmol), thiocarbonyl diimidazole (10.7 g; 60 mmol) and ethyl acetate (200 mL). The reaction was heated at 50° C. for five minutes, and after cooling, the solvent was evaporated. The crude material was dissolved in dichloromethane (100 mL) and filtered through a short plug of silica gel, which was washed with another bolus of dichloromethane (100 mL). The organic eluent was evaporated to give 5-isothiocyanato-1-methyl-1H-indole (8.9 g;... The reactants are COC(=O)c1cc(C(=O)O)cc(C(C)(C)C)c1, Cc1ccccc1, CN(C)C=O, O=S(Cl)Cl. Product: COC(=O)c1cc(C(=O)Cl)cc(C(C)(C)C)c1. Reaction SMILES: [C:1]([CH3:2])([CH3:3])([CH3:4])[c:5]1[cH:6][c:7]([C:8](=[O:9])[OH:10])[cH:11][c:12]([C:14](=[O:15])[O:16][CH3:17])[cH:13]1.[CH3:27][c:28]1[cH:29][cH:30][cH:31][cH:32][cH:33]1.[O:22]=[CH:23][N:24]([CH3:25])[CH3:26].[S:18]([Cl:19])([Cl:20])=[O:21]>>[C:1]([CH3:2])([CH3:3])([CH3:4])[c:5]1[cH:6][c:7]([C:8](=[O:9])[Cl:20])[cH:11][c:12]([C:14](=[O:15])[O:16][CH3:17])[cH:13]1. Starting materials: solid, Cl.Cl.O1C=C(C=C2C1=CC=C2)C2N(CCCC2)CC[C@@H]2CC[C@H](CC2)N (trans-4-[2-(4-benzofuran-3-yl-piperidin-1-yl)-ethyl]-cyclohexylamine dihydrochloride), Cl.Cl.O1C=C(C=C2C1=CC=C2)C2N(CCCC2)CC[C@@H]2CC[C@H](CC2)N (trans-4-[2-(4-benzofuran-3-yl-piperidin-1-yl)-ethyl]-cyclohexylamine dihydrochloride), N1(CCCCC1)C1=CC=C(C(=O)O)C=C1 (4-piperidin-1-yl-benzoic acid). The product is O1C=C(C=C2C1=CC=C2)C2N(CCCC2)CC[C@@H]2CC[C@H](CC2)NC(C2=CC=C(C=C2)N2CCCCC2)=O (trans-N-{4-[2-(4-Benzofuran-3-yl-piperidin-1-yl)-ethyl]-cyclohexyl}-4-piperidin-1-yl-benzamide). As a reaction SMILES: Cl.Cl.[O:3]1[C:8]2=[CH:9][CH:10]=[CH:11][C:7]2=[CH:6][C:5]([CH:12]2[CH2:17][CH2:16][CH2:15][CH2:14][N:13]2[CH2:18][CH2:19][C@H:20]2[CH2:25][CH2:24][C@H:23]([NH2:26])[CH2:22][CH2:21]2)=[CH:4]1.[N:27]1([C:33]2[CH:41]=[CH:40][C:36]([C:37](O)=[O:38])=[CH:35][CH:34]=2)[CH2:32][CH2:31][CH2:30][CH2:29][CH2:28]1>>[O:3]1[C:8]2=[CH:9][CH:10]=[CH:11][C:7]2=[CH:6][C:5]([CH:12]2[CH2:17][CH2:16][CH2:15][CH2:14][N:13]2[CH2:18][CH2:19][C@H:20]2[CH2:21][CH2:22][C@H:23]([NH:26][C:37](=[O:38])[C:36]3[CH:40]=[CH:41][C:33]([N:27]4[CH2:32][CH2:31][CH2:30][CH2:29][CH2:28]4)=[CH:34][CH:35]=3)[CH2:24][CH2:25]2)=[CH:4]1 |f:0.1.2|. Reported procedure: The title compound, off-white solid (95 mg, 72%), MS (ISP) m/z=514.4 [(M+H)+], mp 221° C., was prepared in accordance with the general method of example 1 from trans-4-[2-(4-benzofuran-3-yl-piperidin-1-yl)-ethyl]-cyclohexylamine dihydrochloride (intermediate A) (100 mg, 0.25 mmol) and 4-piperidin-1-yl-benzoic acid.